Dataset: the Open Reaction Database (ORD), a public repository of structured organic reaction records. Task: describe an organic reaction: reactants, conditions, products, and yield Reactants: C(C)(C)(C)OC(=O)N1CC(C1)CC=1N(C2=NC(=NC(=C2N1)N1CCOCC1)N1C(=NC2=C1C=CC=C2)[C@@H](C)O)C (3-{2-[2-((R)-1-hydroxyethyl)benzoimidazol-1-yl]-9-methyl-6-morpholin-4-yl-9H-purin-8-ylmethyl}azetidine-1-carboxylic acid tert-butyl ester), C(=O)(C(F)(F)F)O (TFA). Solvent: C(Cl)Cl (DCM). Conditions: time 45 minute. The product is N1CC(C1)CC=1N(C2=NC(=NC(=C2N1)N1CCOCC1)N1C(=NC2=C1C=CC=C2)[C@@H](C)O)C ((R)-1-[1-(8-Azetidin-3-ylmethyl-9-methyl-6-morpholin-4-yl-9H-purin-2-yl)-1H-benzoimidazol-2-yl]ethanol). As a reaction SMILES: C(OC([N:8]1[CH2:11][CH:10]([CH2:12][C:13]2[N:14]([CH3:40])[C:15]3[C:20]([N:21]=2)=[C:19]([N:22]2[CH2:27][CH2:26][O:25][CH2:24][CH2:23]2)[N:18]=[C:17]([N:28]2[C:32]4[CH:33]=[CH:34][CH:35]=[CH:36][C:31]=4[N:30]=[C:29]2[C@H:37]([OH:39])[CH3:38])[N:16]=3)[CH2:9]1)=O)(C)(C)C.C(O)(C(F)(F)F)=O>C(Cl)Cl>[NH:8]1[CH2:11][CH:10]([CH2:12][C:13]2[N:14]([CH3:40])[C:15]3[C:20]([N:21]=2)=[C:19]([N:22]2[CH2:27][CH2:26][O:25][CH2:24][CH2:23]2)[N:18]=[C:17]([N:28]2[C:32]4[CH:33]=[CH:34][CH:35]=[CH:36][C:31]=4[N:30]=[C:29]2[C@H:37]([OH:39])[CH3:38])[N:16]=3)[CH2:9]1. Reported procedure: To a solution of 3-{2-[2-((R)-1-hydroxyethyl)benzoimidazol-1-yl]-9-methyl-6-morpholin-4-yl-9H-purin-8-ylmethyl}azetidine-1-carboxylic acid tert-butyl ester (156 mg, 0.28 mmol) in DCM (5 mL) was added TFA (2 mL) and the resulting mixture stirred at r.t. for 45 min. The reaction mixture was concentrated in vacuo and the resulting residue loaded onto an Isolute® SCX-2 cartridge which was washed with MeOH and the product eluted with 2M NH3/MeOH affording the title compound (114 mg, 90%). LCMS (metho...